Dataset: the Open Reaction Database (ORD), a public repository of structured organic reaction records. Task: describe an organic reaction: reactants, conditions, products, and yield Starting materials: [K] (potassium), BrC1=C2C(C(=O)NC2=O)=C(C(=C1Br)Br)Br (3,4,5,6-tetrabromophthalimide), ClC1=C(C(=O)Cl)C=C(C=C1Cl)Cl (2,3,5-Trichlorobenzoyl chloride). Run in O1CCOCC1 (dioxane). Product: ClC1=C(C(=O)N2C(C=3C(C2=O)=C(C(=C(C3Br)Br)Br)Br)=O)C=C(C=C1Cl)Cl (N-(2,3,5-trichlorobenzoyl)-3,4,5,6-tetrabromophthalimide). As a reaction SMILES: [K].[Br:2][C:3]1[C:13]([Br:14])=[C:12]([Br:15])[C:11]([Br:16])=[C:5]2[C:6]([NH:8][C:9](=[O:10])[C:4]=12)=[O:7].[Cl:17][C:18]1[C:26]([Cl:27])=[CH:25][C:24]([Cl:28])=[CH:23][C:19]=1[C:20](Cl)=[O:21]>O1CCOCC1>[Cl:17][C:18]1[C:26]([Cl:27])=[CH:25][C:24]([Cl:28])=[CH:23][C:19]=1[C:20]([N:8]1[C:9](=[O:10])[C:4]2=[C:3]([Br:2])[C:13]([Br:14])=[C:12]([Br:15])[C:11]([Br:16])=[C:5]2[C:6]1=[O:7])=[O:21] |^1:0|. Procedure: The potassium salt of 3,4,5,6-tetrabromophthalimide (0.10 mole) and dioxane (1200 ml) are charged into a glass reaction vessel equipped with a mechanical stirrer, thermometer and reflux condenser. 2,3,5-Trichlorobenzoyl chloride (0.10 mole) is then added dropwise, with stirring, to the reaction mixture at room temperature. After the addition is completed the reaction mixture is heated at reflux for a period of about 1 hour. After this time the reaction mixture is filtered and the filtrate is str... Product: N1C=CC=2C1=NC=C(C2)C2=CNC=1N=CN=C(C12)N[C@@H](C)C1=NN2C(C(N1C1=CC=CC=C1)=O)=C(C=C2)C ((S)-2-(1-((5-(1H-Pyrrolo[2,3-b]pyridin-5-yl)-7H-pyrrolo[2,3-d]pyrimidin-4-yl)amino)ethyl)-5-methyl-3-phenylpyrrolo[2,1-f][1,2,4]triazin-4(3H)-one). As a reaction SMILES: [NH:1]1[C:5]2=[N:6][CH:7]=[C:8]([C:10]3[C:18]4[C:17]([NH:19][C@H:20]([C:22]5[N:27]([C:28]6[CH:33]=[CH:32][CH:31]=[CH:30][CH:29]=6)[C:26](=[O:34])[C:25]6=[C:35]([CH3:38])[CH:36]=[CH:37][N:24]6[N:23]=5)[CH3:21])=[N:16][CH:15]=[N:14][C:13]=4[N:12](COCC[Si](C)(C)C)[CH:11]=3)[CH:9]=[C:4]2[CH:3]=[CH:2]1.FC(F)(F)C(O)=O.N>>[NH:1]1[C:5]2=[N:6][CH:7]=[C:8]([C:10]3[C:18]4[C:17]([NH:19][C@H:20]([C:22]5[N:27]([C:28]6[CH:33]=[CH:32][CH:31]=[CH:30][CH:29]=6)[C:26](=[O:34])[C:25]6=[C:35]([CH3:38])[CH:36]=[CH:37][N:24]6[N:23]=5)[CH3:21])=[N:16][CH:15]=[N:14][C:13]=4[NH:12][CH:11]=3)[CH:9]=[C:4]2[CH:3]=[CH:2]1. The yield is 44.9%. Reported procedure: (S)-2-(1-((5-(1H-Pyrrolo[2,3-b]pyridin-5-yl)-7-((2-(trimethylsilyl)ethoxy)methyl)-7H-pyrrolo[2,3-d]pyrimidin-4-yl)amino)ethyl)-5-methyl-3-phenylpyrrolo[2,1-f][1,2,4]triazin-4(3H)-one (51 mg, 0.08 mmol) was treated with trifluoroacetic acid (2 ml, 25 mmol) and a solution of ammonia (7N in methanol, 2 ml, 14 mmol) according to the method described in Example 27. The residue was purified using SP1® Purification System (0% to 50% dichloromethane-2-propanol) to obtain 18 mg (44% yield) of the title c... The reactants are N1C=CC=2C1=NC=C(C2)C2=CN(C=1N=CN=C(C12)N[C@@H](C)C1=NN2C(C(N1C1=CC=CC=C1)=O)=C(C=C2)C)COCC[Si](C)(C)C ((S)-2-(1-((5-(1H-Pyrrolo[2,3-b]pyridin-5-yl)-7-((2-(trimethylsilyl)ethoxy)methyl)-7H-pyrrolo[2,3-d]pyrimidin-4-yl)amino)ethyl)-5-methyl-3-phenylpyrrolo[2,1-f][1,2,4]triazin-4(3H)-one), FC(C(=O)O)(F)F (trifluoroacetic acid), N (ammonia).